From a dataset of the Open Reaction Database (ORD), a public repository of structured organic reaction records. describe an organic reaction: reactants, conditions, products, and yield The reactants are CC(C)(C)OC(=O)N1c2ccccc2C(=O)CC1(C)C, [H-], CI, [Na+], CN(C)C=O. Yields the product CC1C(=O)c2ccccc2N(C(=O)OC(C)(C)C)C1(C)C. Reaction SMILES: [C:1]([CH3:2])([CH3:3])([CH3:4])[O:5][C:6](=[O:7])[N:8]1[C:9]([CH3:19])([CH3:20])[CH2:10][C:11](=[O:18])[c:12]2[cH:13][cH:14][cH:15][cH:16][c:17]21.[H-:24].[I:21][CH3:22].[Na+:23].[O:25]=[CH:26][N:27]([CH3:28])[CH3:29]>>[C:1]([CH3:2])([CH3:3])([CH3:4])[O:5][C:6](=[O:7])[N:8]1[C:9]([CH3:19])([CH3:20])[CH:10]([CH3:22])[C:11](=[O:18])[c:12]2[cH:13][cH:14][cH:15][cH:16][c:17]21. Reaction SMILES: C([O:3][C:4](=[O:39])[CH2:5][O:6][C:7]1[CH:12]=[CH:11][C:10]([S:13][C:14]2[CH:19]=[C:18]([O:20][CH2:21][CH:22]3[CH2:27][CH2:26][N:25]([CH3:28])[CH2:24][CH2:23]3)[CH:17]=[C:16]([C:29]#[C:30][C:31]3[CH:36]=[CH:35][C:34]([Cl:37])=[CH:33][CH:32]=3)[CH:15]=2)=[CH:9][C:8]=1[Cl:38])C.[OH-].[Na+].Cl>C(O)C>[Cl:38][C:8]1[CH:9]=[C:10]([S:13][C:14]2[CH:19]=[C:18]([O:20][CH2:21][CH:22]3[CH2:23][CH2:24][N:25]([CH3:28])[CH2:26][CH2:27]3)[CH:17]=[C:16]([C:29]#[C:30][C:31]3[CH:36]=[CH:35][C:34]([Cl:37])=[CH:33][CH:32]=3)[CH:15]=2)[CH:11]=[CH:12][C:7]=1[O:6][CH2:5][C:4]([OH:39])=[O:3] |f:1.2|. The reactants are [OH-].[Na+] (sodium hydroxide), C(C)OC(COC1=C(C=C(C=C1)SC1=CC(=CC(=C1)OCC1CCN(CC1)C)C#CC1=CC=C(C=C1)Cl)Cl)=O ({2-Chloro-4-[3-(4-chloro-phenylethynyl)-5-(1-methyl-piperidin-4-ylmethoxy)phenylsulfanyl]-phenoxy}-acetic acid ethyl ester), Cl (hydrochloric acid). Solvent: C(C)O (ethanol). Reported procedure: {2-Chloro-4-[3-(4-chloro-phenylethynyl)-5-(1-methyl-piperidin-4-ylmethoxy)phenylsulfanyl]-phenoxy}-acetic acid ethyl ester (60 mg; 0.10 mmol) was dissolved in ethanol (7 mL), and aqueous 1N sodium hydroxide (3 mL) was added. The reaction mixture was stirred for 16 h, acidified with 1N aqueous hydrochloric acid, and extracted with ethyl acetate. The organic phase was dried, evaporated to dryness and purified by prep. HPLC (method B). Yield: 20 mg. HPLC-MS: m/z: 556.5 (M+); Rt: 2.10 min. Yields the product ClC1=C(OCC(=O)O)C=CC(=C1)SC1=CC(=CC(=C1)OCC1CCN(CC1)C)C#CC1=CC=C(C=C1)Cl ({2-Chloro-4-[3-(4-chloro-phenylethynyl)-5-(1-methyl-piperidin-4-ylmethoxy)-phenylsulfanyl]-phenoxy}-acetic Acid). Run at time 16 hour. Reactants: CCOC(=O)c1cnn2c(CC)cccc12, OC1CN2CCC1CC2, [Na], c1ccccc1. Product: CCc1cccc2c(C(=O)OC3CN4CCC3CC4)cnn12. RXN SMILES: [CH2:11]([CH3:12])[c:13]1[cH:14][cH:15][cH:16][c:17]2[n:18]1[n:19][cH:20][c:21]2[C:22](=[O:23])[O:24][CH2:25][CH3:26].[N:1]12[CH2:2][CH:3]([OH:9])[CH:4]([CH2:5][CH2:6]1)[CH2:7][CH2:8]2.[Na:10].[cH:27]1[cH:28][cH:29][cH:30][cH:31][cH:32]1>>[N:1]12[CH2:2][CH:3]([O:9][C:22]([c:21]3[c:17]4[cH:16][cH:15][cH:14][c:13]([CH2:11][CH3:12])[n:18]4[n:19][cH:20]3)=[O:23])[CH:4]([CH2:5][CH2:6]1)[CH2:7][CH2:8]2. Starting materials: [C-]#N, Cc1ccccc1, [Li]C=C, C1CCOC1, O=C1C=CCCO1. Yields the product C=CC1CCOC(=O)C1. As a reaction SMILES: [C-:4]#[N:5].[CH3:18][c:19]1[cH:20][cH:21][cH:22][cH:23][cH:24]1.[Li:1][CH:2]=[CH2:3].[O:13]1[CH2:14][CH2:15][CH2:16][CH2:17]1.[O:6]1[C:7](=[O:12])[CH:8]=[CH:9][CH2:10][CH2:11]1>>[CH:2](=[CH2:3])[CH:9]1[CH2:8][C:7](=[O:12])[O:6][CH2:11][CH2:10]1.